This data is from the Open Reaction Database (ORD), a public repository of structured organic reaction records. The task is: describe an organic reaction: reactants, conditions, products, and yield Starting materials: O1C(OCC1)C1=NC=CC=C1N (2-(1,3-dioxolanyl)-3-aminopyridine), NNC(=S)N (thiosemicarbazide). Solvent: C(C)O (ethanol), O (water), Cl (hydrochloric acid). Reaction conditions: time 8 hour. The product is NC=1C(=NC=CC1)C=NNC(=S)N (3-amino-2-formylpyridine thiosemicarbazone). Reaction SMILES: O1CCO[CH:2]1[C:6]1[C:11]([NH2:12])=[CH:10][CH:9]=[CH:8][N:7]=1.[NH2:13][NH:14][C:15]([NH2:17])=[S:16]>C(O)C.O.Cl>[NH2:12][C:11]1[C:6]([CH:2]=[N:13][NH:14][C:15]([NH2:17])=[S:16])=[N:7][CH:8]=[CH:9][CH:10]=1. Procedure: To a solution of 2-(1,3-dioxolanyl)-3-aminopyridine (0.80 g, 4.8 mmol) in 10 mL of ethanol, 8 mL of water and 2 mL of concentrated hydrochloric acid was added 0.48 g (5.3 mmol) of thiosemicarbazide. The mixture was stirred at room temperature overnight and refluxed for 1 h, cooled and filtered. The crude yellow hydrochloride salt was dissolved in 50 mL of hot water and filtered. To the hot filtrate was added 10 mL of 5% sodium bicarbonate solution. The mixture was stirred at room temperature for... Reactants: ClC(C#N)(Cl)Cl (trichloroacetonitrile), [H-].[Na+] (NaH), C(C)(=O)O[C@H]1[C@@H](O)SC[C@H]([C@@H]1OC(C)=O)OC(C)=O (2, 3, 4 -tri-O-acetyl-5-thio-α-D-xylopyranose). Run in C(Cl)Cl (methylene chloride). Run at time 4 hour. Yields the product ClC(C(O[C@@H]1[C@H](OC(C)=O)[C@@H](OC(C)=O)[C@H](OC(C)=O)CS1)=N)(Cl)Cl (2,3,4-tri-O-acetyl-5-thio-α-D-xylopyranosyl trichloroacetimidate). The yield is 53.0%. Reaction SMILES: [Cl:1][C:2]([Cl:6])([Cl:5])[C:3]#[N:4].[H-].[Na+].[C:9]([O:12][C@@H:13]1[C@@H:19]([O:20][C:21](=[O:23])[CH3:22])[C@H:18]([O:24][C:25](=[O:27])[CH3:26])[CH2:17][S:16][C@@H:14]1[OH:15])(=[O:11])[CH3:10]>C(Cl)Cl>[Cl:1][C:2]([Cl:6])([Cl:5])[C:3](=[NH:4])[O:15][C@H:14]1[S:16][CH2:17][C@@H:18]([O:24][C:25](=[O:27])[CH3:26])[C@H:19]([O:20][C:21](=[O:23])[CH3:22])[C@H:13]1[O:12][C:9](=[O:11])[CH3:10] |f:1.2|. Procedure: 1.5 ml (15.10-3 mol) of trichloroacetonitrile and 70 mg of NaH (2.3.10-3 mol of NaH in 80% dispersion) are added to a solution of 1 g (3.42.10-3 mol) of 2, 3, 4 -tri-O-acetyl-5-thio-α-D-xylopyranose in 10 ml of methylene chloride. After 4 h at room temperature, the reaction medium is filtered on silica in methylene chloride and then purified by chromatography on silica gel using a hexane/ethyl acetate mixture (3/1 v/v) as the eluent. 790 mg (yield: 53%) of the expected product are obtained after... Reactants: BrC1=CC=CC(=N1)C(=O)O (6-Bromo-pyridine-2-carboxylic acid), ClC=1C=C(C=CC1)B(O)O (3-chloro-phenylboronic acid). Product: ClC=1C=C(C=CC1)C1=CC=CC(=N1)C(=O)O (6-(3-chloro-phenyl)-pyridine-2-carboxylic acid). As a reaction SMILES: Br[C:2]1[N:7]=[C:6]([C:8]([OH:10])=[O:9])[CH:5]=[CH:4][CH:3]=1.[Cl:11][C:12]1[CH:13]=[C:14](B(O)O)[CH:15]=[CH:16][CH:17]=1>>[Cl:11][C:12]1[CH:17]=[C:16]([C:2]2[N:7]=[C:6]([C:8]([OH:10])=[O:9])[CH:5]=[CH:4][CH:3]=2)[CH:15]=[CH:14][CH:13]=1. Procedure: 6-Bromo-pyridine-2-carboxylic acid (200 mg, 0.99 mmol) was coupled to 3-chloro-phenylboronic acid (130 mg, 0.83 mmol) using Method F to give the title compound. Reactants: C1=CC(=CC(=C1)Cl)C(=O)OO (mCPBA), CC(CN1C(=NC=2C=NC=3C=CC=CC3C21)CCC2(OCCO2)C)(C)O (2-methyl-1-{2-[2-(2-methyl-1,3-dioxolan-2-yl)ethyl]-1H-imidazo[4,5-c]quinolin-1-yl}propan-2-ol). Solvent: C(Cl)(Cl)Cl (chloroform). Reaction conditions: time 20 minute. The product is CC(CN1C(=NC=2C=[N+](C=3C=CC=CC3C21)[O-])CCC2(OCCO2)C)(C)O (2-methyl-1-{2-[2-(2-methyl-1,3-dioxolan-2-yl)ethyl]-5-oxido-1H-imidazo[4,5-c]quinolin-1-yl}propan-2-ol). RXN SMILES: C1C=C(Cl)C=C(C(OO)=[O:9])C=1.[CH3:12][C:13]([OH:37])([CH3:36])[CH2:14][N:15]1[C:27]2[C:26]3[CH:25]=[CH:24][CH:23]=[CH:22][C:21]=3[N:20]=[CH:19][C:18]=2[N:17]=[C:16]1[CH2:28][CH2:29][C:30]1([CH3:35])[O:34][CH2:33][CH2:32][O:31]1>C(Cl)(Cl)Cl>[CH3:36][C:13]([OH:37])([CH3:12])[CH2:14][N:15]1[C:27]2[C:26]3[CH:25]=[CH:24][CH:23]=[CH:22][C:21]=3[N+:20]([O-:9])=[CH:19][C:18]=2[N:17]=[C:16]1[CH2:28][CH2:29][C:30]1([CH3:35])[O:34][CH2:33][CH2:32][O:31]1. Procedure details: mCPBA (2.2 g of 60% pure material, 7.7 mmol) was added in portions over a period of five minutes to a stirred solution of 2-methyl-1-{2-[2-(2-methyl-1,3-dioxolan-2-yl)ethyl]-1H-imidazo[4,5-c]quinolin-1-yl}propan-2-ol (2.5 g, 7.0 mmol) in chloroform (47 mL), and the reaction was stirred at room temperature for 20 minutes. The reaction mixture was partitioned between dichloromethane (200 mL) and saturated aqueous sodium carbonate (100 mL). The organic layer was separated and washed with saturated ... The reactants are C([O-])([O-])=O.[K+].[K+] (potassium carbonate), ICC (iodoethane), C(CCC)OC=1C=C(C=CC1CCCC1=CC(=C(C=C1)O)OC)CCC(=O)OC (methyl 3-{3-butoxy-4-[3-(4-hydroxy-3-methoxyphenyl)propyl]phenyl}propanoate). Run in C(C)C(=O)C (methyl ethyl ketone), C(C)(=O)OCC (ethyl acetate). Run at temperature 70 celsius. Yields the product C(C)OC1=C(C=C(C=C1)CCCC1=C(C=C(C=C1)CCC(=O)OCC)OCCCC)OC (ethyl 3-{4-[3-(4-ethoxy-3-methoxyphenyl)propyl]-3-butoxyphenyl}propanoate). Isolated yield 87.5%. As a reaction SMILES: [C:1](=O)([O-])[O-].[K+].[K+].I[CH2:8][CH3:9].[CH2:10]([O:14][C:15]1[CH:16]=[C:17]([CH2:33][CH2:34][C:35]([O:37][CH3:38])=[O:36])[CH:18]=[CH:19][C:20]=1[CH2:21][CH2:22][CH2:23][C:24]1[CH:29]=[CH:28][C:27]([OH:30])=[C:26]([O:31][CH3:32])[CH:25]=1)[CH2:11][CH2:12][CH3:13]>C(C(C)=O)C.C(OCC)(=O)C>[CH2:8]([O:30][C:27]1[CH:28]=[CH:29][C:24]([CH2:23][CH2:22][CH2:21][C:20]2[CH:19]=[CH:18][C:17]([CH2:33][CH2:34][C:35]([O:37][CH2:38][CH3:1])=[O:36])=[CH:16][C:15]=2[O:14][CH2:10][CH2:11][CH2:12][CH3:13])=[CH:25][C:26]=1[O:31][CH3:32])[CH3:9] |f:0.1.2|. Procedure: 0.21 g (0.75 mmol) of potassium carbonate and then 0.12 ml (0.75 mmol) of iodoethane are added to a solution of 0.25 g (0.62 mmol) of methyl 3-{3-butoxy-4-[3-(4-hydroxy-3-methoxyphenyl)propyl]phenyl}propanoate (prepared according to Example 1d) in 25 ml of methyl ethyl ketone. The reaction mixture is heated at 70° C. for 24 hours. The reaction medium is cooled, diluted with ethyl acetate and washed with saturated aqueous sodium chloride solution. The organic phase is dried over sodium sulfate, f...